Dataset: the Open Reaction Database (ORD), a public repository of structured organic reaction records. Task: describe an organic reaction: reactants, conditions, products, and yield Reactants: [N-]=[N+]=[N-].[Na+] (sodium azide), BrCC1(COC1)CO (3-bromomethyl-3-hydroxymethyloxetane), CC(=O)C (acetone). Solvent: O (water). The product is N(=[N+]=[N-])CC1(COC1)CO (3-azidomethyl-3-hydroxymethyloxetane). Isolated yield 94.0%. As a reaction SMILES: [N-:1]=[N+:2]=[N-:3].[Na+].Br[CH2:6][C:7]1([CH2:11][OH:12])[CH2:10][O:9][CH2:8]1.CC(C)=O>O>[N:1]([CH2:6][C:7]1([CH2:11][OH:12])[CH2:10][O:9][CH2:8]1)=[N+:2]=[N-:3] |f:0.1|. Procedure: A mixture of sodium azide (9.5 g, 0.14 mol), 3-bromomethyl-3-hydroxymethyloxetane (24.0 g, 0.14 mol), 20 mL of acetone and 20 mL of water was refluxed for 12 h. The acetone was evaporated and the resulting residue was extracted with two portion of 40 mL of ethyl acetate. The combined organic extracts were dried over magnesium sulfate (MgSO4). The solvent was removed by evaporation. 18.0 g, representing a 94% yield, of 3-azidomethyl-3-hydroxymethyloxetane were obtained as an oil. This oil was fou... Reactants: ONC(C1=CC=C(C=C1)S(NCCO)(=O)=O)=N (N-hydroxy-4-(2-hydroxy-ethylsulfamoyl)-benzamidine), C(#N)C1=CC=C(C=C1)S(=O)(=O)Cl (4-cyano-benzenesulfonyl chloride), C(C)(C)(C)OC(NCCN)=O ((2-amino-ethyl)-carbamic acid tert-butyl ester). Yields the product C(C)(C)(C)OC(NCCNS(=O)(=O)C1=CC=C(C=C1)C(NO)=N)=O ({2-[4-(N-Hydroxycarbamimidoyl)-benzenesulfonylamino]-ethyl}-carbamic acid tert-butyl ester). As a reaction SMILES: [OH:1][NH:2][C:3](=[NH:17])[C:4]1[CH:9]=[CH:8][C:7]([S:10](=[O:16])(=[O:15])[NH:11][CH2:12][CH2:13]O)=[CH:6][CH:5]=1.C(C1C=CC(S(Cl)(=O)=O)=CC=1)#N.[C:30]([O:34][C:35](=[O:40])[NH:36]CCN)([CH3:33])([CH3:32])[CH3:31]>>[C:30]([O:34][C:35](=[O:40])[NH:36][CH2:13][CH2:12][NH:11][S:10]([C:7]1[CH:8]=[CH:9][C:4]([C:3](=[NH:17])[NH:2][OH:1])=[CH:5][CH:6]=1)(=[O:16])=[O:15])([CH3:33])([CH3:32])[CH3:31]. Procedure details: The title compound is prepared in analogy to N-hydroxy-4-(2-hydroxy-ethylsulfamoyl)-benzamidine starting from 4-cyano-benzenesulfonyl chloride and (2-amino-ethyl)-carbamic acid tert-butyl ester; LC-MS: tR=0.40 min; [M+1]+=359.09; 1H NMR (D6-DMSO): δ1.35 (s, 9H), 2.73-2.81 (m, 2H), 2.92-3.00 (m, 2H), 5.96 (s, 2H), 6.78 (t br, J=5.5 Hz, 1H), 7.69 (t br, J=6.0 Hz, 1H), 7.75-7.79 (m, 2H), 7.86-7.90 (m, 2H), 9.92 (s, 1H). The reactants are O=C([O-])O, CC(=O)Cl, CC(C)=O, COC(=O)NC(=S)Nc1ccc(N)cc1NC(=S)NC(=O)OC, [Na+], O. Product: COC(=O)NC(=S)Nc1ccc(NC(C)=O)cc1NC(=S)NC(=O)OC. As a reaction SMILES: [C:28](=[O:29])([OH:30])[O-:31].[CH3:1][C:2]([Cl:3])=[O:4].[CH3:34][C:35](=[O:36])[CH3:37].[CH3:5][O:6][C:7](=[O:8])[NH:9][C:10]([NH:11][c:12]1[cH:13][c:14]([NH2:15])[cH:16][cH:17][c:18]1[NH:19][C:20](=[S:21])[NH:22][C:23](=[O:24])[O:25][CH3:26])=[S:27].[Na+:32].[OH2:33]>>[CH3:1][C:2](=[O:4])[NH:15][c:14]1[cH:13][c:12]([NH:11][C:10]([NH:9][C:7]([O:6][CH3:5])=[O:8])=[S:27])[c:18]([NH:19][C:20](=[S:21])[NH:22][C:23](=[O:24])[O:25][CH3:26])[cH:17][cH:16]1. The reactants are CC(C)C[AlH]CC(C)C (DIBAL-H), BrC=1C=C2C=CN(C2=CC1)CC(=O)OC (methyl (5-bromo-1H-indol-1-yl)acetate), [C@@H]([C@H](C(=O)[O-])O)(C(=O)[O-])O.[Na+].[K+] (Rochelle's salt), CCOCC (Et2O). Run in C1CCOC1 (THF). Conditions: time 30 minute. Product: BrC=1C=C2C=CN(C2=CC1)CCO (2-(5-bromo-1H-indol-1-yl)ethanol). Reaction SMILES: CC(C[AlH]CC(C)C)C.[Br:10][C:11]1[CH:12]=[C:13]2[C:17](=[CH:18][CH:19]=1)[N:16]([CH2:20][C:21](OC)=[O:22])[CH:15]=[CH:14]2.[C@H](O)(C([O-])=O)[C@@H](O)C([O-])=O.[Na+].[K+].CCOCC>C1COCC1>[Br:10][C:11]1[CH:12]=[C:13]2[C:17](=[CH:18][CH:19]=1)[N:16]([CH2:20][CH2:21][OH:22])[CH:15]=[CH:14]2 |f:2.3.4|. Procedure details: DIBAL-H (1 M in hexanes) (6.1 mL, 6.1 mmol) was added to a 0° C. solution of methyl (5-bromo-1H-indol-1-yl)acetate (660 mg, 2.46 mmol) in anhydrous THF (12 mL). The reaction was warmed to ambient temperature and maintained for 1 h. The reaction mixture was poured into saturated aqueous Rochelle's salt (25 mL) and Et2O (25 mL). The mixture was stirred vigorously for 30 min. The layers were separated and the aqueous phase was extracted with Et2O. The combined organic layers were washed with brine,... Starting materials: NC1C(NC2=C(C(=N1)C1=CC=CC=C1)C=CC=C2)=O (3(R,S)-amino-1,3-dihydro-5-phenyl-2H-1,4-benzodiazepin-2-one), ClC1=CC=C(C=C1)CC(=O)Cl (4-chlorophenylacetyl chloride). Yields the product ClC1=CC=C(C=C1)CC(=O)NC1C(NC2=C(C(=N1)C1=CC=CC=C1)C=CC=C2)=O (4-Chloro-N-(2,3-dihydro-2-oxo-5-phenyl-1,4-benzodiazepin-3-yl)-benzeneacetamide). As a reaction SMILES: [NH2:1][CH:2]1[N:8]=[C:7]([C:9]2[CH:14]=[CH:13][CH:12]=[CH:11][CH:10]=2)[C:6]2[CH:15]=[CH:16][CH:17]=[CH:18][C:5]=2[NH:4][C:3]1=[O:19].[Cl:20][C:21]1[CH:26]=[CH:25][C:24]([CH2:27][C:28](Cl)=[O:29])=[CH:23][CH:22]=1>>[Cl:20][C:21]1[CH:26]=[CH:25][C:24]([CH2:27][C:28]([NH:1][CH:2]2[N:8]=[C:7]([C:9]3[CH:14]=[CH:13][CH:12]=[CH:11][CH:10]=3)[C:6]3[CH:15]=[CH:16][CH:17]=[CH:18][C:5]=3[NH:4][C:3]2=[O:19])=[O:29])=[CH:23][CH:22]=1. Reported procedure: The procedure of Example 134 was carried out using equivalent amounts of 3(R,S)-amino-1,3-dihydro-5-phenyl-2H-1,4-benzodiazepin-2-one and 4-chlorophenylacetyl chloride. The product was purified by chromatography on silica gel (hexane-ethyl acetate elution). The combined product fractions were evaporated to dryness in vacuo and crystallized to give the title compound which was dried at 65° C: m.p. 238°-240° C.